Dataset: the Open Reaction Database (ORD), a public repository of structured organic reaction records. Task: describe an organic reaction: reactants, conditions, products, and yield Starting materials: CC(=O)N1c2cc(C)c(N)cc2C(C)(c2ccccc2)CC1(C)C, C1CCOC1, O=C(Cl)c1ccc(-c2ccccc2)cc1, c1ccncc1. The product is CC(=O)N1c2cc(C)c(NC(=O)c3ccc(-c4ccccc4)cc3)cc2C(C)(c2ccccc2)CC1(C)C. RXN SMILES: [C:1]([CH3:2])(=[O:3])[N:4]1[C:5]([CH3:23])([CH3:24])[CH2:6][C:7]([CH3:16])([c:17]2[cH:18][cH:19][cH:20][cH:21][cH:22]2)[c:8]2[cH:9][c:10]([NH2:15])[c:11]([CH3:14])[cH:12][c:13]21.[O:46]1[CH2:47][CH2:48][CH2:49][CH2:50]1.[c:25]1(-[c:34]2[cH:35][cH:36][cH:37][cH:38][cH:39]2)[cH:26][cH:27][c:28]([C:31](=[O:32])[Cl:33])[cH:29][cH:30]1.[cH:40]1[cH:41][cH:42][n:43][cH:44][cH:45]1>>[C:1]([CH3:2])(=[O:3])[N:4]1[C:5]([CH3:23])([CH3:24])[CH2:6][C:7]([CH3:16])([c:17]2[cH:18][cH:19][cH:20][cH:21][cH:22]2)[c:8]2[cH:9][c:10]([NH:15][C:31]([c:28]3[cH:27][cH:26][c:25](-[c:34]4[cH:35][cH:36][cH:37][cH:38][cH:39]4)[cH:30][cH:29]3)=[O:32])[c:11]([CH3:14])[cH:12][c:13]21. The reactants are O=C([O-])O, CCCCO, NC1CCC(O)CC1, Nc1nc(Cl)c(N)c(Cl)n1, [Na+]. Yields the product Nc1nc(Cl)c(N)c(NC2CCC(O)CC2)n1. Reaction SMILES: [C:19](=[O:20])([OH:21])[O-:22].[CH2:24]([OH:25])[CH2:26][CH2:27][CH3:28].[NH2:11][CH:12]1[CH2:13][CH2:14][CH:15]([OH:18])[CH2:16][CH2:17]1.[NH2:1][c:2]1[n:3][c:4]([Cl:10])[c:5]([NH2:9])[c:6]([Cl:8])[n:7]1.[Na+:23]>>[NH2:1][c:2]1[n:3][c:4]([NH:11][CH:12]2[CH2:13][CH2:14][CH:15]([OH:18])[CH2:16][CH2:17]2)[c:5]([NH2:9])[c:6]([Cl:8])[n:7]1. Reactants: COCCn1c(=O)c(=O)[nH]c2cc(C(F)(F)F)ccc21, O=[N+]([O-])O, O=S(=O)(O)O. The product is COCCn1c(=O)c(=O)[nH]c2cc(C(F)(F)F)c([N+](=O)[O-])cc21. RXN SMILES: [F:1][C:2]([c:3]1[cH:4][c:5]2[nH:6][c:7](=[O:18])[c:8](=[O:17])[n:9]([CH2:13][CH2:14][O:15][CH3:16])[c:10]2[cH:11][cH:12]1)([F:19])[F:20].[OH:21][N+:22]([O-:23])=[O:24].[S:25](=[O:26])(=[O:27])([OH:28])[OH:29]>>[F:1][C:2]([c:3]1[cH:4][c:5]2[nH:6][c:7](=[O:18])[c:8](=[O:17])[n:9]([CH2:13][CH2:14][O:15][CH3:16])[c:10]2[cH:11][c:12]1[N+:22](=[O:21])[O-:23])([F:19])[F:20]. The reactants are C(C)(C)N(CC)C(C)C (diisopropylethylamine), C(#N)C=1C=C(CN2C(=CC3=CC=CC=C23)C(=O)O)C=CC1 (1-(3-cyano-benzyl)-1H-indole-2-carboxylic acid), C(C1=CC=CC=C1)N (benzylamine), C1(=CC=CC=C1)P(=O)(C1=CC=CC=C1)N=[N+]=[N-] (diphenylphosphoryl azide). Product: C(C)(=O)O.C(C1=CC=CC=C1)NC(=O)C=1N(C2=CC=CC=C2C1)CC1=CC(=CC=C1)C(N)=N (1-(3-Amidino-benzyl)-1H-indole-2-carboxylic acid benzyl amide acetic acid salt). Isolated yield 97.0%. As a reaction SMILES: [C:1]([C:3]1[CH:4]=[C:5]([CH:19]=[CH:20][CH:21]=1)[CH2:6][N:7]1[C:15]2[C:10](=[CH:11][CH:12]=[CH:13][CH:14]=2)[CH:9]=[C:8]1[C:16]([OH:18])=[O:17])#[N:2].[CH2:22]([NH2:29])[C:23]1[CH:28]=[CH:27][CH:26]=[CH:25][CH:24]=1.C1(P([N:44]=[N+]=[N-])(C2C=CC=CC=2)=O)C=CC=CC=1.C(N(C(C)C)CC)(C)C>>[C:16]([OH:18])(=[O:17])[CH3:8].[CH2:22]([NH:29][C:16]([C:8]1[N:7]([CH2:6][C:5]2[CH:19]=[CH:20][CH:21]=[C:3]([C:1](=[NH:44])[NH2:2])[CH:4]=2)[C:15]2[C:10]([CH:9]=1)=[CH:11][CH:12]=[CH:13][CH:14]=2)=[O:18])[C:23]1[CH:28]=[CH:27][CH:26]=[CH:25][CH:24]=1 |f:4.5|. Procedure details: This compound was prepared from 1-(3-cyano-benzyl)-1H-indole-2-carboxylic acid (example 1/2) and benzylamine by using diphenylphosphoryl azide and diisopropylethylamine as described in example 3/1. The crude material was purified by flash chromatography on silica gel with toluene/ethanol 19:0.5 to give the desired product in 97% yield. M.p. 129-131° C. MS: 366.2 (M+H+).